Task: describe an organic reaction: reactants, conditions, products, and yield. Dataset: the Open Reaction Database (ORD), a public repository of structured organic reaction records Starting materials: OC1=C(N=C(C2=CC=CC(=C12)OC1=CC=CC=C1)C)C(=O)OC (methyl 4-hydroxy-1-methyl-5-phenoxyisoquinoline-3-carboxylate), OC1=C(N=C(C2=CC=CC(=C12)OC1=CC=CC=C1)C)C(=O)OC (methyl 4-hydroxy-1-methyl-5-phenoxyisoquinoline-3-carboxylate), NCC(=O)O (glycine), C[O-].[Na+] (sodium methoxide). Run in CO (methanol). Run at temperature 110 celsius. Product: OC1=C(N=C(C2=CC=CC(=C12)OC1=CC=CC=C1)C)C(=O)NCC(=O)O (2-(4-hydroxy-1-methyl-5-phenoxyisoquinoline-3-carboxamido)acetic acid). RXN SMILES: [OH:1][C:2]1[C:11]2[C:6](=[CH:7][CH:8]=[CH:9][C:10]=2[O:12][C:13]2[CH:18]=[CH:17][CH:16]=[CH:15][CH:14]=2)[C:5]([CH3:19])=[N:4][C:3]=1[C:20](OC)=[O:21].[NH2:24][CH2:25][C:26]([OH:28])=[O:27].C[O-].[Na+]>CO>[OH:1][C:2]1[C:11]2[C:6](=[CH:7][CH:8]=[CH:9][C:10]=2[O:12][C:13]2[CH:14]=[CH:15][CH:16]=[CH:17][CH:18]=2)[C:5]([CH3:19])=[N:4][C:3]=1[C:20]([NH:24][CH2:25][C:26]([OH:28])=[O:27])=[O:21] |f:2.3|. Procedure: A pressure glass reaction flask which included top threads for a screw cap lid can be fitted with a magnetic stirrer, charged with 1e, glycine (about 3 molar equivalents), methanol, and a sodium methoxide solution (with 1.2 molar eqivalents NaOCH3) and sealed. The reaction can then be heated to 110° C. for at least 6 h during which time the reaction forms a yellow suspension. The reaction can then be cooled to 20-25° C. and evaluated by HPLC. The reaction can be continued until less than 1% 1e r... Reactants: BrC=1C=C(C=CC1N1CCN(CC1)S(=O)(=O)C=1SC=CC1)C(C(F)(F)F)(C(F)(F)F)O (2-(3-bromo-4-(4-(2-thiophenylsulfonyl)-1-piperazinyl)phenyl)-1,1,1,3,3,3-hexafluoro-2-propanol), CC(C(C#C)O)C (4-methyl-1-pentyn-3-ol). Product: CC(C(C#CC1=C(C=CC(=C1)C(C(F)(F)F)(C(F)(F)F)O)N1CCN(CC1)S(=O)(=O)C=1SC=CC1)O)C (4-methyl-1-(2-(4-(2-thiophenylsulfonyl)-1-piperazinyl)-5-(2,2,2-trifluoro-1-hydroxy-1-(trifluoromethyl)ethyl)phenyl)-1-pentyn-3-ol). As a reaction SMILES: Br[C:2]1[CH:3]=[C:4]([C:22]([OH:31])([C:27]([F:30])([F:29])[F:28])[C:23]([F:26])([F:25])[F:24])[CH:5]=[CH:6][C:7]=1[N:8]1[CH2:13][CH2:12][N:11]([S:14]([C:17]2[S:18][CH:19]=[CH:20][CH:21]=2)(=[O:16])=[O:15])[CH2:10][CH2:9]1.[CH3:32][CH:33]([CH3:38])[CH:34]([OH:37])[C:35]#[CH:36]>>[CH3:32][CH:33]([CH3:38])[CH:34]([OH:37])[C:35]#[C:36][C:2]1[CH:3]=[C:4]([C:22]([OH:31])([C:27]([F:29])([F:30])[F:28])[C:23]([F:26])([F:25])[F:24])[CH:5]=[CH:6][C:7]=1[N:8]1[CH2:13][CH2:12][N:11]([S:14]([C:17]2[S:18][CH:19]=[CH:20][CH:21]=2)(=[O:16])=[O:15])[CH2:10][CH2:9]1. Procedure details: Following the procedure outlined for Example 152, 2-(3-bromo-4-(4-(2-thiophenylsulfonyl)-1-piperazinyl)phenyl)-1,1,1,3,3,3-hexafluoro-2-propanol (Example 69) was coupled to 4-methyl-1-pentyn-3-ol (Aldrich, St. Louis, Mo.) to afford 4-methyl-1-(2-(4-(2-thiophenylsulfonyl)-1-piperazinyl)-5-(2,2,2-trifluoro-1-hydroxy-1-(trifluoromethyl)ethyl)phenyl)-1-pentyn-3-ol as a mixture of enantiomers. Reactants: C(CC(=O)C)(=O)OC (Methyl acetoacetate), [H-].[Na+] (NaH), FC1=CC=C(C=C1)C1=C(C(=NC(=C1)C1=CC=CC=C1)C)/C=C/C=O ((E)-3-[4-(4-fluorophenyl)-2-methyl-6-phenyl-3-pyridinyl]-2-propenal), Cl (HCl), [Li]CCCC (n-BuLi), C(=O)(O)[O-].[Na+] (NaHCO3). Solvent: CCCCCC (hexane), CCOC(=O)C (EtOAc), C1CCOC1 (THF), C1CCOC1 (THF), O (H2O), CCOCC (Et2O). Conditions: time 15 minute. Product: FC1=CC=C(C=C1)C1=C(C(=NC(=C1)C1=CC=CC=C1)C)/C=C/C(CC(CC(=O)OC)=O)O ((E)-7-[4-(4-fluorophenyl)-2-methyl-6-phenyl-3-pyridinyl]-5-hydroxy-3-oxo-6-heptenoic acid, methyl ester). The yield is 29.1%. RXN SMILES: [C:1]([O:7][CH3:8])(=[O:6])[CH2:2][C:3]([CH3:5])=[O:4].[H-].[Na+].[Li]CCCC.[F:16][C:17]1[CH:22]=[CH:21][C:20]([C:23]2[CH:28]=[C:27]([C:29]3[CH:34]=[CH:33][CH:32]=[CH:31][CH:30]=3)[N:26]=[C:25]([CH3:35])[C:24]=2/[CH:36]=[CH:37]/[CH:38]=[O:39])=[CH:19][CH:18]=1.Cl.C([O-])(O)=O.[Na+]>C1COCC1.O.CCCCCC.CCOC(C)=O.CCOCC>[F:16][C:17]1[CH:22]=[CH:21][C:20]([C:23]2[CH:28]=[C:27]([C:29]3[CH:34]=[CH:33][CH:32]=[CH:31][CH:30]=3)[N:26]=[C:25]([CH3:35])[C:24]=2/[CH:36]=[CH:37]/[CH:38]([OH:39])[CH2:5][C:3](=[O:4])[CH2:2][C:1]([O:7][CH3:8])=[O:6])=[CH:19][CH:18]=1 |f:1.2,6.7|. Procedure: Methyl acetoacetate (324 mg, 2.79 mmol) was added dropwise to a slurry of NaH (60% in mineral oil, 111.7 mg, 2.79 mmol) in dry THF (7 ml) at 0° C. After 15 minutes, n-BuLi (1.5M in hexanes, 1.46 ml, 2.19 mmol) was added and the mixture was stirred an additional 15 minutes. Addition of a solution of (E)-3-[4-(4-fluorophenyl)-2-methyl-6-phenyl-3-pyridinyl]-2-propenal (633 mg, 1.99 mmol) in THF (7 ml) to the reaction mixture resulted in the formation of a bright red solution. Twenty minutes after t... Run in C1=CC=CC=C1 (benzene), C1=CC=CC=C1 (benzene). Procedure details: 3β-Acetoxychol-5-enic acid (4.16 g; 10 mmoles) was added to 60 ml of anhydrous benzene. The solution was cooled with ice, and with stirring, 4.5 ml of thionyl chloride was gradually added dropwise. After the addition, the mixture was stirred at room temperature for 2.5 hours. The reaction mixture was concentrated under reduced pressure, and to the resulting residue was added 20 ml of anhydrous benzene which had been obtained by dehydrating benzene with sodium. The mixture was repeatedly concentr... The reactants are C(C)(=O)O[C@@H]1CC2=CC[C@H]3[C@@H]4CC[C@H]([C@@H](CCC(=O)O)C)[C@]4(CC[C@@H]3[C@]2(CC1)C)C (3β-Acetoxychol-5-enic acid), [Na] (sodium), S(=O)(Cl)Cl (thionyl chloride). RXN SMILES: [C:1]([O:4][C@H:5]1[CH2:28][CH2:27][C@@:26]2([CH3:29])[C:7](=[CH:8][CH2:9][C@@H:10]3[C@@H:25]2[CH2:24][CH2:23][C@@:22]2([CH3:30])[C@H:11]3[CH2:12][CH2:13][C@@H:14]2[C@H:15]([CH3:21])[CH2:16][CH2:17][C:18](O)=O)[CH2:6]1)(=[O:3])[CH3:2].S(Cl)([Cl:33])=O.[Na]>C1C=CC=CC=1>[C:1]([O:4][C@H:5]1[CH2:28][CH2:27][C@@:26]2([CH3:29])[C:7](=[CH:8][CH2:9][C@@H:10]3[C@@H:25]2[CH2:24][CH2:23][C@@:22]2([CH3:30])[C@H:11]3[CH2:12][CH2:13][C@@H:14]2[C@H:15]([CH3:21])[CH2:16][CH2:17][CH2:18][Cl:33])[CH2:6]1)(=[O:3])[CH3:2] |^1:34|. The product is C(C)(=O)O[C@@H]1CC2=CC[C@H]3[C@@H]4CC[C@H]([C@@H](CCCCl)C)[C@]4(CC[C@@H]3[C@]2(CC1)C)C (3β-acetoxychol-5-enyl chloride). Reactants: ClC=1C=C2C=CC(=CC2=CC1)S(=O)(=O)N[C@@H]1C(N(CC1)[C@H](C(=O)OC(C)(C)C)C)=O (tert-butyl (2S)-2-((3S)-3-{[(6-chloro-2-naphthyl)sulfonyl]amino}-2-oxopyrrolidin-1-yl)propanoate), C([O-])([O-])=O.[K+].[K+] (potassium carbonate), resultant mixture, BrCC(=O)N (2-bromoacetamide), C([O-])([O-])=O.[K+].[K+] (potassium carbonate), BrCC(=O)N (2-bromoacetamide). Solvent: CN(C)C=O (DMF). Reaction conditions: time 24 hour. The product is NC(CN([C@@H]1C(N(CC1)[C@H](C(=O)OC(C)(C)C)C)=O)S(=O)(=O)C1=CC2=CC=C(C=C2C=C1)Cl)=O (tert-Butyl (2S)-2-((3S)-3-{(2-amino-2-oxoethyl)[(6-chloro-2-naphthyl)sulfonyl]amino}-2-oxopyrrolidin-1-yl)propanoate). Yield: 94.9%. As a reaction SMILES: [Cl:1][C:2]1[CH:3]=[C:4]2[C:9](=[CH:10][CH:11]=1)[CH:8]=[C:7]([S:12]([NH:15][C@H:16]1[CH2:20][CH2:19][N:18]([C@@H:21]([CH3:29])[C:22]([O:24][C:25]([CH3:28])([CH3:27])[CH3:26])=[O:23])[C:17]1=[O:30])(=[O:14])=[O:13])[CH:6]=[CH:5]2.C(=O)([O-])[O-].[K+].[K+].Br[CH2:38][C:39]([NH2:41])=[O:40]>CN(C=O)C>[NH2:41][C:39](=[O:40])[CH2:38][N:15]([S:12]([C:7]1[CH:6]=[CH:5][C:4]2[C:9](=[CH:10][CH:11]=[C:2]([Cl:1])[CH:3]=2)[CH:8]=1)(=[O:13])=[O:14])[C@H:16]1[CH2:20][CH2:19][N:18]([C@@H:21]([CH3:29])[C:22]([O:24][C:25]([CH3:26])([CH3:28])[CH3:27])=[O:23])[C:17]1=[O:30] |f:1.2.3|. Procedure: A solution of tert-butyl (2S)-2-((3S)-3-{[(6-chloro-2-naphthyl)sulfonyl]amino}-2-oxopyrrolidin-1-yl)propanoate (1.31 g) in DMF (22 ml) was treated with potassium carbonate (0.786 g) followed by 2-bromoacetamide (0.48 g) and the resultant mixture stirred at room temperature for 22 h. Additional 2-bromoacetamide (0.4 g) and potassium carbonate (0.4 g) were added and the mixture was stirred at room temperature for 24 h. The reaction mixture was evaporated under reduced pressure and the residue part... The reactants are OCCBr, CC(C)(C)C(=O)Cl, [Cl-], [NH4+], C1CCOC1, c1ccncc1. The product is CC(C)(C)C(=O)OCCBr. Reaction SMILES: [Br:1][CH2:2][CH2:3][OH:4].[C:11]([C:12]([CH3:13])([CH3:14])[CH3:15])(=[O:16])[Cl:17].[Cl-:18].[NH4+:19].[O:20]1[CH2:21][CH2:22][CH2:23][CH2:24]1.[cH:5]1[cH:6][cH:7][n:8][cH:9][cH:10]1>>[Br:1][CH2:2][CH2:3][O:4][C:11]([C:12]([CH3:13])([CH3:14])[CH3:15])=[O:16]. The reactants are O.O.O.O.O.O.O.O.O.O.S(=O)(=O)([O-])[O-].[Na+].[Na+] (sodium sulfate decahydrate), [H-].[Al+3].[Li+].[H-].[H-].[H-] (lithium aluminum hydride), [H-].[Al+3].[Li+].[H-].[H-].[H-] (lithium aluminum hydride), C(C1=CC=CC=C1)NC(=O)C1=NNC(=N1)C=1SC(=CC1)CN1CCCCCC1 (N-Benzyl-5-[5-[(hexahydro-1H-azepin-1-yl)methyl]-2-thienyl]-1H-1,2,4-triazole-3-carboxamide). The solvent is O1CCCC1 (tetrahydrofuran), O1CCCC1 (tetrahydrofuran). Product: C(C1=CC=CC=C1)NCC1=NNC(=N1)C=1SC(=CC1)CN1CCCCCC1 (N-Benzyl-5-[5-[(hexahydro-1H-azepin-1-yl)methyl]-2-thienyl]-1H-1,2,4-triazol-3-ylmethylamine). The yield is 18.2%. RXN SMILES: [CH2:1]([NH:8][C:9]([C:11]1[N:15]=[C:14]([C:16]2[S:17][C:18]([CH2:21][N:22]3[CH2:28][CH2:27][CH2:26][CH2:25][CH2:24][CH2:23]3)=[CH:19][CH:20]=2)[NH:13][N:12]=1)=O)[C:2]1[CH:7]=[CH:6][CH:5]=[CH:4][CH:3]=1.[H-].[Al+3].[Li+].[H-].[H-].[H-].O.O.O.O.O.O.O.O.O.O.S([O-])([O-])(=O)=O.[Na+].[Na+]>O1CCCC1>[CH2:1]([NH:8][CH2:9][C:11]1[N:15]=[C:14]([C:16]2[S:17][C:18]([CH2:21][N:22]3[CH2:28][CH2:27][CH2:26][CH2:25][CH2:24][CH2:23]3)=[CH:19][CH:20]=2)[NH:13][N:12]=1)[C:2]1[CH:3]=[CH:4][CH:5]=[CH:6][CH:7]=1 |f:1.2.3.4.5.6,7.8.9.10.11.12.13.14.15.16.17.18.19|. Reported procedure: 10 ml of anhydrous tetrahydrofuran solution containing 594 mg (1.5 mmol) of the compound obtained in Example 76 was added dropwise to 5 ml of anhydrous tetrahydrofuran suspension containing 230 mg (6.0 mmol) of lithium aluminum hydride, and the mixture was heated under reflux for 11 hours. Then, 460 mg (12.0 mmol) of lithium aluminum hydride was added and the mixture was again heated under reflux for 3 days. To the reaction mixture was added sodium sulfate decahydrate, the resulting insoluble ma... Reactants: [Cl-].[Al+3].[Cl-].[Cl-] (Aluminum chloride), ClCCCC(=O)Cl (4-chlorobutyric acid chloride), ice hydrochloric acid, C1=CC=CC2=CC=CC=C12 (Naphthalene). Solvent: [N+](=O)([O-])C1=CC=CC=C1 (nitrobenzene). Run at time 30 minute. Product: ClCCCC(=O)C1=CC2=CC=CC=C2C=C1 (2-(4-chlorobutyryl)naphthalene). Yield: 18.1%. As a reaction SMILES: [Cl-].[Al+3].[Cl-].[Cl-].[Cl:5][CH2:6][CH2:7][CH2:8][C:9](Cl)=[O:10].[CH:12]1[C:21]2[C:16](=[CH:17][CH:18]=[CH:19][CH:20]=2)[CH:15]=[CH:14][CH:13]=1>[N+](C1C=CC=CC=1)([O-])=O>[Cl:5][CH2:6][CH2:7][CH2:8][C:9]([C:14]1[CH:13]=[CH:12][C:21]2[C:16](=[CH:17][CH:18]=[CH:19][CH:20]=2)[CH:15]=1)=[O:10] |f:0.1.2.3|. Reported procedure: Aluminum chloride (26.7 g) is added to nitrobenzene (20 ml) and 4-chlorobutyric acid chloride (15.5 g) is added dropwise to the mixture with ice-cooling. Naphthalene (12.8 g) is slowly added to the mixture with ice-cooling and stirring is continued at the same temperature for 30 minutes. After stirring at room temperature for additional 2 hours, the reaction mixture is poured into ice-hydrochloric acid and extracted with chloroform. The chloroform extract is washed with water, saturated aqueous ... Starting materials: ClC=1C=C(C=CC1)C1SCC=2N(C3=C1C=C(C=C3)C(O)(C3=CN=CN3C)C3=CC=C(C=C3)Cl)N=NN2 (6-(3-chlorophenyl)-α-(4-chlorophenyl)-α-(1-methyl-1H-imidazol-5-yl)-4 H,6H-tetrazolo[1,5-a][4,1]benzothiazepine-8-methanol), S(=O)(Cl)Cl (thionyl chloride). Run at temperature 40 celsius, time 1 hour. Product: ClC(C=1C=CC2=C(C(SCC=3N2N=NN3)C3=CC(=CC=C3)Cl)C1)(C1=CN=CN1C)C1=CC=C(C=C1)Cl (8-[chloro(4-chlorophenyl)(1-methyl-1H-imidazol-5-yl)methyl]-6-(3-chlorophenyl)-4H,6H-tetrazolo[1,5-a ][4,1]benzothiazepine). Reaction SMILES: [Cl:1][C:2]1[CH:3]=[C:4]([CH:8]2[C:14]3[CH:15]=[C:16]([C:19]([C:27]4[CH:32]=[CH:31][C:30]([Cl:33])=[CH:29][CH:28]=4)([C:21]4[N:25]([CH3:26])[CH:24]=[N:23][CH:22]=4)O)[CH:17]=[CH:18][C:13]=3[N:12]3[N:34]=[N:35][N:36]=[C:11]3[CH2:10][S:9]2)[CH:5]=[CH:6][CH:7]=1.S(Cl)([Cl:39])=O>>[Cl:39][C:19]([C:27]1[CH:32]=[CH:31][C:30]([Cl:33])=[CH:29][CH:28]=1)([C:21]1[N:25]([CH3:26])[CH:24]=[N:23][CH:22]=1)[C:16]1[CH:17]=[CH:18][C:13]2[N:12]3[N:34]=[N:35][N:36]=[C:11]3[CH2:10][S:9][CH:8]([C:4]3[CH:5]=[CH:6][CH:7]=[C:2]([Cl:1])[CH:3]=3)[C:14]=2[CH:15]=1. Procedure details: A mixture of 6-(3-chlorophenyl)-α-(4-chlorophenyl)-α-(1-methyl-1H-imidazol-5-yl)-4 H,6H-tetrazolo[1,5-a][4,1]benzothiazepine-8-methanol (described in Example B15b) (0.0032 mol) in thionyl chloride (40 ml) was stirred at room temperature for 30 min and at 40° C. for 1 hour. The solvent was evaporated till dryness. The product was used without further purification, yielding (quant.) of 8-[chloro(4-chlorophenyl)(1-methyl-1H-imidazol-5-yl)methyl]-6-(3-chlorophenyl)-4H,6H-tetrazolo[1,5-a ][4,1]benzot...